Dataset: the Open Reaction Database (ORD), a public repository of structured organic reaction records. Task: describe an organic reaction: reactants, conditions, products, and yield The reactants are P(=O)(OC1=C(C=CC(=C1)CS(=O)(=O)C=CC1=C(C=C(C=C1OC)OC)OC)OC)(OCC1=CC=CC=C1)OCC1=CC=CC=C1 (5-((2,4,6-trimethoxystyrylsulfonyl)methyl)-2-methoxy-phenyl dibenzyl phosphate), Br[Si](C)(C)C (bromotrimethylsilane), S(=S)(=O)([O-])[O-].[Na+].[Na+] (sodium thiosulfate), [Na] (sodium). The solvent is C(Cl)Cl (DCM). Run at time 45 minute. The product is P(=O)(OC1=C(C=CC(=C1)CS(=O)(=O)\C=C\C1=C(C=C(C=C1OC)OC)OC)OC)(O)O ((E)-5-((2,4,6-trimethoxystyrylsulfonyl)methyl)-2-methoxyphenyl dihydrogen phosphate). Isolated yield 44.0%. Reaction SMILES: [P:1]([O:38]CC1C=CC=CC=1)([O:30]CC1C=CC=CC=1)([O:3][C:4]1[CH:9]=[C:8]([CH2:10][S:11]([CH:14]=[CH:15][C:16]2[C:21]([O:22][CH3:23])=[CH:20][C:19]([O:24][CH3:25])=[CH:18][C:17]=2[O:26][CH3:27])(=[O:13])=[O:12])[CH:7]=[CH:6][C:5]=1[O:28][CH3:29])=[O:2].Br[Si](C)(C)C.[Na].S([O-])([O-])(=O)=S.[Na+].[Na+]>C(Cl)Cl>[P:1]([OH:38])([OH:30])([O:3][C:4]1[CH:9]=[C:8]([CH2:10][S:11](/[CH:14]=[CH:15]/[C:16]2[C:17]([O:26][CH3:27])=[CH:18][C:19]([O:24][CH3:25])=[CH:20][C:21]=2[O:22][CH3:23])(=[O:13])=[O:12])[CH:7]=[CH:6][C:5]=1[O:28][CH3:29])=[O:2] |f:3.4.5,^1:50|. Reported procedure: To a stirred solution of 5-((2,4,6-trimethoxystyrylsulfonyl)methyl)-2-methoxy-phenyl dibenzyl phosphate (4.36 g, 6.7 mmol) in anhydrous DCM (40 mL) under nitrogen at 0° C. was added bromotrimethylsilane (2.14 g, 2.1 eq). The resulting mixture was stirred for 45 minutes and monitored by TLC. sodium When the reaction was complete, aqueous sodium thiosulfate (1%, 50 mL) was added and the resulting mixture was stirred for an additional 5 minutes. The organic phase was separated and the aqueous phase... Reactants: C(C)(=O)C=1C=CC2=C(N(C(N=C2C2=CC(=CC=C2)Cl)=O)CC)N1 (7-Acetyl-4-(3-chlorophenyl)-1-ethylpyrido[2,3-d]pyrimidin-2(1H)-one), C(OC)([O-])[O-] (methyl orthoformate), CO (methanol). The product is ClC=1C=C(C=CC1)C=1C2=C(N(C(N1)=O)CC)N=C(C=C2)C(C)(OC)OC (4-(3-chlorophenyl)-1-ethyl-7-(1,1-dimethoxyethyl)pyrido[2,3-d]pyrimidin-2(1H)-one). Isolated yield 69.0%. As a reaction SMILES: [C:1]([C:4]1[CH:5]=[CH:6][C:7]2[C:12]([C:13]3[CH:18]=[CH:17][CH:16]=[C:15]([Cl:19])[CH:14]=3)=[N:11][C:10](=[O:20])[N:9]([CH2:21][CH3:22])[C:8]=2[N:23]=1)(=[O:3])[CH3:2].[CH:24]([O-])([O-])[O:25]C.[CH3:29]O>>[Cl:19][C:15]1[CH:14]=[C:13]([C:12]2[C:7]3[CH:6]=[CH:5][C:4]([C:1]([O:25][CH3:24])([O:3][CH3:29])[CH3:2])=[N:23][C:8]=3[N:9]([CH2:21][CH3:22])[C:10](=[O:20])[N:11]=2)[CH:18]=[CH:17][CH:16]=1. Procedure: 7-Acetyl-4-(3-chlorophenyl)-1-ethylpyrido[2,3-d]pyrimidin-2(1H)-one (1.62 g, 495 mmol) and 30 ml of methyl orthoformate were dissolved in 30 ml of methanol, a catalytically effective amount of Dowex-50W-X4 was added thereto, followed by heating overnight under reflux. After cooling to room temperature, insoluble matter was removed by filtration and the solvent was evaporated under a reduced pressure. The resulting residue was purified by silica gel column chromatography (toluene-ethyl acetate) a...